From a dataset of the Open Reaction Database (ORD), a public repository of structured organic reaction records. describe an organic reaction: reactants, conditions, products, and yield Product: O=c1ccc(-c2nc(CO)sc2-c2ccc(F)cc2F)cn1-c1c(F)cccc1F. RXN SMILES: [BH4-:34].[CH2:37]1[O:38][CH2:39][CH2:40][CH2:41]1.[ClH:36].[F:1][c:2]1[c:3](-[c:9]2[c:10](-[c:19]3[cH:20][n:21](-[c:26]4[c:27]([F:33])[cH:28][cH:29][cH:30][c:31]4[F:32])[c:22](=[O:25])[cH:23][cH:24]3)[n:11][c:12]([C:14](=[O:15])[O:16][CH2:17][CH3:18])[s:13]2)[cH:4][cH:5][c:6]([F:8])[cH:7]1.[Li+:35]>>[F:1][c:2]1[c:3](-[c:9]2[c:10](-[c:19]3[cH:20][n:21](-[c:26]4[c:27]([F:33])[cH:28][cH:29][cH:30][c:31]4[F:32])[c:22](=[O:25])[cH:23][cH:24]3)[n:11][c:12]([CH2:14][OH:15])[s:13]2)[cH:4][cH:5][c:6]([F:8])[cH:7]1. The reactants are [BH4-], C1CCOC1, Cl, CCOC(=O)c1nc(-c2ccc(=O)n(-c3c(F)cccc3F)c2)c(-c2ccc(F)cc2F)s1, [Li+]. Starting materials: S1C=C(C=C1)S(=O)[O-].[Na+] (Sodium thiophene-3-sulfinate), BrC1=C(C=2C3=C(N(C2C=C1)C)CC1CCC3N1)C(=O)OC(C)(C)C (tert-butyl 2-bromo-5-methyl-5,6,7,8,9,10-hexahydro-7,10-epiminocyclohepta[b]indole-carboxylate). The product is S1C=C(C=C1)S(=O)(=O)C1=C(C=2C3=C(N(C2C=C1)C)CC1CCC3N1)C(=O)OC(C)(C)C (tert-butyl 2-(3-thienyl)sulfonyl-5-methyl-5,6,7,8,9,10-hexahydro-7,10-epiminocyclohepta[b]indole-carboxylate). Yield: 31.0%. As a reaction SMILES: [S:1]1[CH:5]=[CH:4][C:3]([S:6]([O-:8])=[O:7])=[CH:2]1.[Na+].Br[C:11]1[CH:19]=[CH:18][C:17]2[N:16]([CH3:20])[C:15]3[CH2:21][CH:22]4[NH:26][CH:25]([C:14]=3[C:13]=2[C:12]=1[C:27]([O:29][C:30]([CH3:33])([CH3:32])[CH3:31])=[O:28])[CH2:24][CH2:23]4>>[S:1]1[CH:5]=[CH:4][C:3]([S:6]([C:11]2[CH:19]=[CH:18][C:17]3[N:16]([CH3:20])[C:15]4[CH2:21][CH:22]5[NH:26][CH:25]([C:14]=4[C:13]=3[C:12]=2[C:27]([O:29][C:30]([CH3:33])([CH3:32])[CH3:31])=[O:28])[CH2:24][CH2:23]5)(=[O:8])=[O:7])=[CH:2]1 |f:0.1|. Procedure details: Intermediate 25 was coupled with the product of Example 27, step B following the procedure of Example 27, step C. The crude material was purified by flash column chromatography (SiO2, hexane/ethyl acetate 55:45) to give tert-butyl 2-(3-thienyl)sulfonyl-5-methyl-5,6,7,8,9,10-hexahydro-7,10-epiminocyclohepta[b]indole-carboxylate (130 mg, 31%) as a yellow solid: 1H NMR (CDCl3, 300 MHz) δ 8.20 (s, 1H), 8.02-8.53 (m, 1H), 7.66-7.74 (m, 1H), 7.28-7.37 (m, 3H), 5.26 (br s, 1H), 4.70 (br s, 1H), 3.61 (s...